From a dataset of the Open Reaction Database (ORD), a public repository of structured organic reaction records. describe an organic reaction: reactants, conditions, products, and yield Reactants: O=C1CCC(=O)N1Br, CN(C)C=O, O, O=C1c2ccccc2-n2cncc2C2CCCN12. Yields the product O=C1c2ccccc2-n2cnc(Br)c2C2CCCN12. RXN SMILES: [Br:19][N:20]1[C:21](=[O:22])[CH2:23][CH2:24][C:25]1=[O:26].[CH3:28][N:29]([CH3:30])[CH:31]=[O:32].[OH2:27].[cH:1]1[n:2][cH:3][n:4]2[c:5]1[CH:6]1[N:7]([C:8](=[O:15])[c:9]3[c:10]-2[cH:11][cH:12][cH:13][cH:14]3)[CH2:16][CH2:17][CH2:18]1>>[c:1]1([Br:19])[n:2][cH:3][n:4]2[c:5]1[CH:6]1[N:7]([C:8](=[O:15])[c:9]3[c:10]-2[cH:11][cH:12][cH:13][cH:14]3)[CH2:16][CH2:17][CH2:18]1.